From a dataset of the Open Reaction Database (ORD), a public repository of structured organic reaction records. describe an organic reaction: reactants, conditions, products, and yield Reactants: BrC1=CC(=C(C=C1)I)OC (4-bromo-1-iodo-2-methoxybenzene), C(C)#N (acetonitrile), TEA, C(#C)[Si](C)(C)C ((ethynyl)trimethylsilane). Reported procedure: To a solution of 4-bromo-1-iodo-2-methoxybenzene (1.634 g, 5.221 mmol) in dry acetonitrile (20 mL) CuI (49.7 mg, 0.261 mmol) and Pd(Ph3P)2Cl2 (183.2 mg, 0.261 mmol) were added under Argon atmosphere and the mixture was degassed and backfilled with Argon for three times. TEA (0.728 mL, 5.221 mmol) and (ethynyl)trimethylsilane (1.48 mL, 1.03 g, 10.442 mmol) were added with a syringe and the reaction mixture, that darkened within 10 min, was stirred at room temperature for 1 h. The solvent was remo... Yields the product BrC1=CC(=C(C=C1)C#C[Si](C)(C)C)OC ([(4-Bromo-2-methoxyphenyl)ethynyl](trimethyl)silane). Reagents/catalysts: Cl[Pd]([P](C1=CC=CC=C1)(C2=CC=CC=C2)C3=CC=CC=C3)([P](C4=CC=CC=C4)(C5=CC=CC=C5)C6=CC=CC=C6)Cl (Pd(Ph3P)2Cl2). The yield is 96.4%. Conditions: time 10 minute. As a reaction SMILES: [Br:1][C:2]1[CH:7]=[CH:6][C:5](I)=[C:4]([O:9][CH3:10])[CH:3]=1.C(#N)C.[C:14]([Si:16]([CH3:19])([CH3:18])[CH3:17])#[CH:15]>Cl[Pd](Cl)([P](C1C=CC=CC=1)(C1C=CC=CC=1)C1C=CC=CC=1)[P](C1C=CC=CC=1)(C1C=CC=CC=1)C1C=CC=CC=1>[Br:1][C:2]1[CH:7]=[CH:6][C:5]([C:15]#[C:14][Si:16]([CH3:19])([CH3:18])[CH3:17])=[C:4]([O:9][CH3:10])[CH:3]=1 |^1:22,41|. Run in C(Cl)Cl (methylene chloride), C(Cl)Cl (methylene chloride). Reported procedure: 1-(2,3-Dihydro-2-methyl-1H-inden-2-yl)ethanone (3.69 g) in methylene chloride (40 ml) is stirred and cooled at 10° C. during the dropwise addition of bromine (2.82 g)/methylene chloride (10 ml). Work-up of the resultant solution gives 2-bromo-1-(2,3-dihydro-2-methyl-1H-inden-2-yl)ethanone. Starting materials: BrBr (bromine), CC1(CC2=CC=CC=C2C1)C(C)=O (1-(2,3-Dihydro-2-methyl-1H-inden-2-yl)ethanone), resultant solution. Product: BrCC(=O)C1(CC2=CC=CC=C2C1)C (2-bromo-1-(2,3-dihydro-2-methyl-1H-inden-2-yl)ethanone). RXN SMILES: [CH3:1][C:2]1([C:11](=[O:13])[CH3:12])[CH2:10][C:9]2[C:4](=[CH:5][CH:6]=[CH:7][CH:8]=2)[CH2:3]1.[Br:14]Br>C(Cl)Cl>[Br:14][CH2:12][C:11]([C:2]1([CH3:1])[CH2:10][C:9]2[C:4](=[CH:5][CH:6]=[CH:7][CH:8]=2)[CH2:3]1)=[O:13]. The reactants are FC(COC1=CC=C(C=C1)OCC(F)(F)F)(F)F (1,4-bis(2,2,2-trifluoroethoxy)benzene), BrC1=CC=C(C=C1)Br (1,4dibromobenzene), C1(O)=CC=C(O)C=C1 (hydroquinone). Yields the product III, CC(=O)C1=C(C=CC(=C1)OCC(F)(F)F)OCC(F)(F)F (2,5-bis(2,2,2-trifluoroethoxy)acetophenone). RXN SMILES: BrC1C=CC(Br)=CC=1.[C:9]1(C=CC(O)=C[CH:11]=1)[OH:10].[F:17][C:18]([F:34])([F:33])[CH2:19][O:20][C:21]1[CH:26]=[CH:25][C:24]([O:27][CH2:28][C:29]([F:32])([F:31])[F:30])=[CH:23][CH:22]=1>>[CH3:11][C:9]([C:23]1[CH:22]=[C:21]([O:20][CH2:19][C:18]([F:33])([F:34])[F:17])[CH:26]=[CH:25][C:24]=1[O:27][CH2:28][C:29]([F:32])([F:31])[F:30])=[O:10]. Procedure details: Compound [III] is prepared by a multi-stage process, comprising the conversion of 1,4dibromobenzene or hydroquinone to 1,4-bis(2,2,2-trifluoroethoxy)benzene, which is acetylated to form 2,5-bis(2,2,2-trifluoroethoxy)acetophenone. The acetophenone is then oxidized to form the corresponding benzoic acid derivative, which is then converted to its acid chloride and reacted either with 2-(aminomethyl)piperidine to form the Flecainide product in one step or with 2-(aminomethyl)pyridine, followed by ca... The reactants are N(=NC(=O)OC(C)(C)C)C(=O)OC(C)(C)C (di-tert-butyl azodicarboxylate), C(C1=CC=CC=C1)OC(NC(=N)C1=CC=C(C=C1)CNC(C(OCC)C1=C(C=C(C=C1F)O)F)=O)=O ((RS)-[(4-{[2-(2,6-difluoro-4-hydroxy-phenyl)-2-ethoxy-acetylamino]-methyl}-phenyl)-imino-methyl]-carbamic acid benzyl ester), OCCN1CCOCC1 (N-(2-hydroxyethyl)morpholine), C1(=CC=CC=C1)P(C1=CC=CC=C1)C1=CC=CC=C1 (triphenylphosphine). Run in C(Cl)Cl (CH2Cl2). Reaction conditions: time 22 hour. Product: C(C1=CC=CC=C1)OC(NC(=N)C1=CC=C(C=C1)CNC(C(OCC)C1=C(C=C(C=C1F)OCCN1CCOCC1)F)=O)=O ((RS)-{[4-({2-[2,6-difluoro-4-(2-morpholin-4-yl-ethoxy)-phenyl]-2-ethoxy-acetylamino}-methyl)-phenyl]-imino-methyl}-carbamic acid benzyl ester). The yield is 22.8%. As a reaction SMILES: [CH2:1]([O:8][C:9](=[O:36])[NH:10][C:11]([C:13]1[CH:18]=[CH:17][C:16]([CH2:19][NH:20][C:21](=[O:35])[CH:22]([C:26]2[C:31]([F:32])=[CH:30][C:29]([OH:33])=[CH:28][C:27]=2[F:34])[O:23][CH2:24][CH3:25])=[CH:15][CH:14]=1)=[NH:12])[C:2]1[CH:7]=[CH:6][CH:5]=[CH:4][CH:3]=1.O[CH2:38][CH2:39][N:40]1[CH2:45][CH2:44][O:43][CH2:42][CH2:41]1.C1(P(C2C=CC=CC=2)C2C=CC=CC=2)C=CC=CC=1.N(C(OC(C)(C)C)=O)=NC(OC(C)(C)C)=O>C(Cl)Cl>[CH2:1]([O:8][C:9](=[O:36])[NH:10][C:11]([C:13]1[CH:18]=[CH:17][C:16]([CH2:19][NH:20][C:21](=[O:35])[CH:22]([C:26]2[C:31]([F:32])=[CH:30][C:29]([O:33][CH2:38][CH2:39][N:40]3[CH2:45][CH2:44][O:43][CH2:42][CH2:41]3)=[CH:28][C:27]=2[F:34])[O:23][CH2:24][CH3:25])=[CH:15][CH:14]=1)=[NH:12])[C:2]1[CH:3]=[CH:4][CH:5]=[CH:6][CH:7]=1. Procedure: To a mixture of (RS)-[(4-{[2-(2,6-difluoro-4-hydroxy-phenyl)-2-ethoxy-acetylamino]-methyl}-phenyl)-imino-methyl]-carbamic acid benzyl ester (100 mg), N-(2-hydroxyethyl)morpholine (29 mg) and polymer bound triphenylphosphine (˜3 mmol/g, 167 mg) in CH2Cl2 (2 ml) was added di-tert-butyl azodicarboxylate (93 mg) before shaking 22 h at rt. After filtration of the polymer the solvent was evaporated and the residue was purified by HPLC to obtain 28 mg of (23%) (RS)-{[4-({2-[2,6-difluoro-4-(2-morpholin-... Reactants: C(C)(C)(C)OC(=O)N[C@H](C(=O)O)CC=1OC=CC1 ((S)-2-t-butoxycarbonylamino-3-furan-2-yl-propionic acid), [H][H] (hydrogen). Reagents/catalysts: [Pt]=O (platinum oxide). Solvent: C(C)(=O)OCC (ethyl acetate). Yields the product C(C)(C)(C)OC(=O)N[C@H](C(=O)O)CC1OCCC1 ((S)-2-t-butoxycarbonylamino-3-(tetrahydro-furan-2-yl)-propionic acid). Yield: 91.2%. As a reaction SMILES: [C:1]([O:5][C:6]([NH:8][C@@H:9]([CH2:13][C:14]1[O:15][CH:16]=[CH:17][CH:18]=1)[C:10]([OH:12])=[O:11])=[O:7])([CH3:4])([CH3:3])[CH3:2].[H][H]>[Pt]=O.C(OCC)(=O)C>[C:1]([O:5][C:6]([NH:8][C@@H:9]([CH2:13][CH:14]1[CH2:18][CH2:17][CH2:16][O:15]1)[C:10]([OH:12])=[O:11])=[O:7])([CH3:4])([CH3:2])[CH3:3]. Reported procedure: In a Parr shaker bottle was placed (S)-2-t-butoxycarbonylamino-3-furan-2-yl-propionic acid (3.88 g, 15.22 mmol), platinum oxide (200 mg) and ethyl acetate (40 mL). The bottle was then placed on the Parr shaker at 50 psi of hydrogen pressure for 5 h. The reaction was then filtered through a pad of celite and washed with ethyl acetate and concentrated in vacuo to afford (S)-2-t-butoxycarbonylamino-3-(tetrahydro-furan-2-yl)-propionic acid (3.60 g, 91%) as a yellow oil: LR-ES-MS m/z calculated for C...